Dataset: the Open Reaction Database (ORD), a public repository of structured organic reaction records. Task: describe an organic reaction: reactants, conditions, products, and yield The reactants are CC1CCNCC1, CCOC(C)=O, O=[N+]([O-])c1ccc(CCl)c(Cl)c1. Yields the product CC1CCN(Cc2ccc([N+](=O)[O-])cc2Cl)CC1. As a reaction SMILES: [CH3:13][CH:14]1[CH2:15][CH2:16][NH:17][CH2:18][CH2:19]1.[CH3:20][CH2:21][O:22][C:23](=[O:24])[CH3:25].[Cl:1][c:2]1[c:3]([CH2:4][Cl:5])[cH:6][cH:7][c:8]([N+:10](=[O:11])[O-:12])[cH:9]1>>[Cl:1][c:2]1[c:3]([CH2:4][N:17]2[CH2:16][CH2:15][CH:14]([CH3:13])[CH2:19][CH2:18]2)[cH:6][cH:7][c:8]([N+:10](=[O:11])[O-:12])[cH:9]1. The reactants are resultant solution, caustic solution, C(=O)N[C@H]1CC(=O)OC1=O (formyl-L-aspartic anhydride), caustic solution, Cl (hydrogen chloride), N[C@@H](CC1=CC=CC=C1)C(=O)O (L-phenylalanine), caustic solution. The solvent is O (water). Run at time 0.5 hour. Yields the product C(=O)N[C@@H](CC(O)=O)C(=O)N[C@@H](CC1=CC=CC=C1)C(=O)O (formyl-α-L-aspartyl-L-phenylalanine). Yield: 76.2%. Reaction SMILES: [NH2:1][C@H:2]([C:10]([OH:12])=[O:11])[CH2:3][C:4]1[CH:9]=[CH:8][CH:7]=[CH:6][CH:5]=1.[CH:13]([NH:15][C@@H:16]1[C:21](=[O:22])[O:20][C:18](=[O:19])[CH2:17]1)=[O:14].Cl>O>[CH:13]([NH:15][C@H:16]([C:21]([NH:1][C@H:2]([C:10]([OH:12])=[O:11])[CH2:3][C:4]1[CH:9]=[CH:8][CH:7]=[CH:6][CH:5]=1)=[O:22])[CH2:17][C:18](=[O:19])[OH:20])=[O:14]. Procedure: To 200 ml of water, 50% caustic solution is added to adjust the pH to 9.5. To the aqueous solution, L-phenylalanine (30 g, 0.181 mole) is dissolved while adding 11.8 ml of 50% caustic solution. After cooling the resultant solution to between -3° C. to +3° C., 14.5 ml of 50% caustic solution and formyl-L-aspartic anhydride (28.6 g, 0.199 mole) is added over a 1 hour period and the resulting reaction mixture is stirred for 1/2 hour at between -3° C. to 3° C. Upon lowering the pH of the mixture usi... Reactants: ClCCOC1=CC=C(C=C1)C1OC2=CC(=CC=C2C(=C1C=1C(=NC(=NC1)OC)OC)C)OCOCC[Si](C)(C)C (5-[2-[4-(2-Chloro-ethoxy)-phenyl]-4-methyl-7-(2-trimethylsilanyl-ethoxymethoxy)-2H-chrome n-3-yl]-2,4-dimethoxy-pyrimidine), N1CCCC1 (pyrolidine). Yields the product COC1=NC=C(C(=N1)OC)C=1C(OC2=CC(=CC=C2C1C)O)C1=CC=C(C=C1)OCCN1CCCC1 (3-(2,4-Dimethoxy-pyrimidin-5-yl)-4-methyl-2-[4-(2-pyrrolidin-1-yl-ethoxy)-phenyl]-2H-chromen-7-ol). Reaction SMILES: Cl[CH2:2][CH2:3][O:4][C:5]1[CH:10]=[CH:9][C:8]([CH:11]2[C:20]([C:21]3[C:22]([O:29][CH3:30])=[N:23][C:24]([O:27][CH3:28])=[N:25][CH:26]=3)=[C:19]([CH3:31])[C:18]3[C:13](=[CH:14][C:15]([O:32]COCC[Si](C)(C)C)=[CH:16][CH:17]=3)[O:12]2)=[CH:7][CH:6]=1.[NH:41]1[CH2:45][CH2:44][CH2:43][CH2:42]1>>[CH3:28][O:27][C:24]1[N:23]=[C:22]([O:29][CH3:30])[C:21]([C:20]2[CH:11]([C:8]3[CH:9]=[CH:10][C:5]([O:4][CH2:3][CH2:2][N:41]4[CH2:45][CH2:44][CH2:43][CH2:42]4)=[CH:6][CH:7]=3)[O:12][C:13]3[C:18]([C:19]=2[CH3:31])=[CH:17][CH:16]=[C:15]([OH:32])[CH:14]=3)=[CH:26][N:25]=1. Procedure: The title product was prepared as a white solid according to the procedure described in Example 34 using 5-[2-[4-(2-Chloro-ethoxy)-phenyl]-4-methyl-7-(2-trimethylsilanyl-ethoxymethoxy)-2H-chrome n-3-yl]-2,4-dimethoxy-pyrimidine and pyrolidine as the starting material. Starting materials: C1(CC1)N(C(=O)C1=CC=2C(=NC(=C3C2N(C=N3)C)N/C(=C/C(C(OC)OC)=O)/NN(C(=O)OC(C)(C)C)CC)N1CC)C1CC1 ((Z)-tert-butyl 2-(1-(7-(dicyclopropylcarbamoyl)-6-ethyl-1-methyl-1,6-dihydroimidazo[4,5-d]pyrrolo[2,3-b]pyridin-4-ylamino)-4,4-dimethoxy-3-oxobut-1-enyl)-1-ethylhydrazinecarboxylate), C(=O)(C(F)(F)F)O (TFA). Conditions: temperature 60 celsius. Product: C1(CC1)N(C(=O)C1=CC=2C(=NC(=C3C2N(C=N3)C)NC3=NN(C(=C3)C=O)CC)N1CC)C1CC1 (N,N-dicyclopropyl-6-ethyl-4-(1-ethyl-5-formyl-1H-pyrazol-3-ylamino)-1-methyl-1,6-dihydroimidazo[4,5-d]pyrrolo[2,3-b]pyridine-7-carboxamide). Yield: 58.2%. As a reaction SMILES: [CH:1]1([N:4]([CH:43]2[CH2:45][CH2:44]2)[C:5]([C:7]2[N:40]([CH2:41][CH3:42])[C:10]3=[N:11][C:12]([NH:19]/[C:20](/[NH:29][N:30]([CH2:38][CH3:39])C(OC(C)(C)C)=O)=[CH:21]/[C:22](=O)[CH:23]([O:26]C)OC)=[C:13]4[N:17]=[CH:16][N:15]([CH3:18])[C:14]4=[C:9]3[CH:8]=2)=[O:6])[CH2:3][CH2:2]1.C(O)(C(F)(F)F)=O>>[CH:43]1([N:4]([CH:1]2[CH2:2][CH2:3]2)[C:5]([C:7]2[N:40]([CH2:41][CH3:42])[C:10]3=[N:11][C:12]([NH:19][C:20]4[CH:21]=[C:22]([CH:23]=[O:26])[N:30]([CH2:38][CH3:39])[N:29]=4)=[C:13]4[N:17]=[CH:16][N:15]([CH3:18])[C:14]4=[C:9]3[CH:8]=2)=[O:6])[CH2:44][CH2:45]1. Procedure details: A mixture of (Z)-tert-butyl 2-(1-(7-(dicyclopropylcarbamoyl)-6-ethyl-1-methyl-1,6-dihydroimidazo[4,5-d]pyrrolo[2,3-b]pyridin-4-ylamino)-4,4-dimethoxy-3-oxobut-1-enyl)-1-ethylhydrazinecarboxylate (187 mg, 0.299 mmol) and TFA (25% in dichloroethane, 1.0 mL, 2.99 mmol) was heated at 60° C. for 0.5 h and LC/MS showed completion of reaction. Solvent was evaporated and the residue was partitioned between saturated sodium bicarbonate and dichloromethane. The layers were separated and aqueous layer was ...